This data is from the Open Reaction Database (ORD), a public repository of structured organic reaction records. The task is: describe an organic reaction: reactants, conditions, products, and yield Reactants: C(C)(=O)C1(CCC=2C(=C3C(C=4C=CC=CC4C(C3=C(C2C1)O)=O)=O)O)O (9-acetyl-6,9,11-trihydroxy-5,7,8,9,10,12-hexahydronaphthacene-5,12-dione), pyrrolidone hydrotribromide. Yields the product BrCC(=O)C1(CCC=2C(=C3C(C=4C=CC=CC4C(C3=C(C2C1)O)=O)=O)O)O (9-bromoacetyl-6,9,11-trihydroxy-5,7,8,9,10,12-hexahydronaphthacene-5,12-dione). Run in O1CCCC1 (tetrahydrofuran). Reaction SMILES: [C:1]([C:4]1([OH:26])[CH2:21][C:20]2[C:19]([OH:22])=[C:18]3[C:9]([C:10](=[O:24])[C:11]4[CH:12]=[CH:13][CH:14]=[CH:15][C:16]=4[C:17]3=[O:23])=[C:8]([OH:25])[C:7]=2[CH2:6][CH2:5]1)(=[O:3])[CH3:2].C1CNC(=O)C1.[Br:33][Br-]Br>O1CCCC1>[Br:33][CH2:2][C:1]([C:4]1([OH:26])[CH2:21][C:20]2[C:19]([OH:22])=[C:18]3[C:9]([C:10](=[O:24])[C:11]4[CH:12]=[CH:13][CH:14]=[CH:15][C:16]=4[C:17]3=[O:23])=[C:8]([OH:25])[C:7]=2[CH2:6][CH2:5]1)=[O:3] |f:1.2|. Procedure details: Reaction of 9-acetyl-6,9,11-trihydroxy-5,7,8,9,10,12-hexahydronaphthacene-5,12-dione (352 mg) with pyrrolidone hydrotribromide (562 mg) was effected in tetrahydrofuran (50 ml) at room temperature for 40 hours. After removing insoluble materials by filtration, the filtrate was concentrated under reduced pressure to give 9-bromoacetyl-6,9,11-trihydroxy-5,7,8,9,10,12-hexahydronaphthacene-5,12-dione, which was used in the next step without purification.